From a dataset of the Open Reaction Database (ORD), a public repository of structured organic reaction records. describe an organic reaction: reactants, conditions, products, and yield The reactants are BrCCCBr, CC#N, CCN(C(C)C)C(C)C, CNc1nccc(-c2cc(N)c3cc(OC)ccc3c2)n1. The product is CNc1nccc(-c2cc(NCCCBr)c3cc(OC)ccc3c2)n1. RXN SMILES: [Br:31][CH2:32][CH2:33][CH2:34][Br:35].[CH3:36][C:37]#[N:38].[CH:22]([N:23]([CH2:24][CH3:25])[CH:26]([CH3:27])[CH3:28])([CH3:29])[CH3:30].[NH2:1][c:2]1[cH:3][c:4](-[c:14]2[n:15][c:16]([NH:20][CH3:21])[n:17][cH:18][cH:19]2)[cH:5][c:6]2[cH:7][cH:8][c:9]([O:12][CH3:13])[cH:10][c:11]12>>[NH:1]([c:2]1[cH:3][c:4](-[c:14]2[n:15][c:16]([NH:20][CH3:21])[n:17][cH:18][cH:19]2)[cH:5][c:6]2[cH:7][cH:8][c:9]([O:12][CH3:13])[cH:10][c:11]12)[CH2:34][CH2:33][CH2:32][Br:31]. Starting materials: [Na] (sodium), COC(C(=O)OC)=O (oxalic acid dimethyl ester), CC(=O)C(C)(C)C (pinacolin). Solvent: CCCCCC (n-hexane). Run at time 15 minute. The product is COC(C(=O)CC(C(C)(C)C)=O)=O (pivaloylpyruvic acid methyl ester). Yield: 85.5%. RXN SMILES: [Na].CO[C:4](=[O:9])[C:5]([O:7][CH3:8])=[O:6].[CH3:10][C:11]([C:13]([CH3:16])([CH3:15])[CH3:14])=[O:12]>CCCCCC>[CH3:8][O:7][C:5](=[O:6])[C:4]([CH2:10][C:11](=[O:12])[C:13]([CH3:16])([CH3:15])[CH3:14])=[O:9] |^1:0|. Procedure details: 54 g (1 mol) of sodium are suspended in 300 g of n-hexane. 118 g (1 mol) of oxalic acid dimethyl ester, warmed to 60° C., are added dropwise at 0°-5° C. in the course of 1 hour. 100 g of pinacolin are then added rapidly at the same temperature. The mixture is stirred at room temperature for 15 minutes and 222 g of a n-hexane/methanol mixture are then distilled off, at boiling point760 : 50° C., over a 50 cm high packed column in the course of 6 hours. 234.5 g of aqueous sulphuric acid (20.9% str... Starting materials: FC1=CC2=C(C(=NO2)C2CCNCC2)C=C1 (6-fluoro-3-(4-piperidinyl)-1,2-benzisoxazol), C1C(C)O1 (propylene oxide). The solvent is C(C)#N (acetonitrile). Product: OC(CN1CCC(CC1)C1=NOC2=C1C=CC(=C2)F)C (3-[1-(2-hydroxyprop-1-yl)-4-piperidinyl]-6-fluoro-1, 2-benzisoxazole). Isolated yield 68.4%. RXN SMILES: [F:1][C:2]1[CH:16]=[CH:15][C:5]2[C:6]([CH:9]3[CH2:14][CH2:13][NH:12][CH2:11][CH2:10]3)=[N:7][O:8][C:4]=2[CH:3]=1.[CH2:17]1[O:20][CH:18]1[CH3:19]>C(#N)C>[OH:20][CH:18]([CH3:19])[CH2:17][N:12]1[CH2:11][CH2:10][CH:9]([C:6]2[C:5]3[CH:15]=[CH:16][C:2]([F:1])=[CH:3][C:4]=3[O:8][N:7]=2)[CH2:14][CH2:13]1. Procedure details: A mixture of 6-fluoro-3-(4-piperidinyl)-1,2-benzisoxazol (1.5 g, 6.8 mmol) and propylene oxide; (2 g, 34.4 mmol) in 25 ml acetonitrile was heated to 50° C. in an autoclave for 3 days. The cooled reaction was concentrated in vacuo and purified by chromatography on silica gel 60 eluting with ethyl acetate:methanol (9:1, v/v). Concentration of the appropriate fraction afforded 1.3 g (68.4%) of 3-[1-(2-hydroxyprop-1-yl)-4-piperidinyl]-6-fluoro-1, 2-benzisoxazole. M.p. 45°-47° C. MS (70 eV): m/z 278 ... Starting materials: ClC1=CC(=C(C(=O)O)C=C1)OC (4-chloro-2-methoxybenzoic acid), ClN1C(CCC1=O)=O (N-chlorosuccinimide). Solvent: C(C)#N (acetonitrile). Run at time 72 hour. The product is ClC1=CC(=C(C(=O)O)C=C1Cl)OC (4,5-dichloro-2-methoxybenzoic acid). RXN SMILES: [Cl:1][C:2]1[CH:10]=[CH:9][C:5]([C:6]([OH:8])=[O:7])=[C:4]([O:11][CH3:12])[CH:3]=1.[Cl:13]N1C(=O)CCC1=O>C(#N)C>[Cl:1][C:2]1[C:10]([Cl:13])=[CH:9][C:5]([C:6]([OH:8])=[O:7])=[C:4]([O:11][CH3:12])[CH:3]=1. Reported procedure: To a solution of 4-chloro-2-methoxybenzoic acid (5 g, 26.8 mmol) in 200 mL of acetonitrile was added N-chlorosuccinimide (17.9 g, 134 mmol). The mixture was allowed to stir for 72 hours at ambient temperature and was quenched with 50 mL of H2O. The layers were separated and the aqueous layer was extracted with three 25 mL portions of CH2Cl2. The combined organic extracts were dried over anhydrous Na2SO4, filtered and concentrated under reduced pressure. Purification via column chromatography (Si... Reactants: CC=1N=CSC1 (4-methylthiazole), C(CCC)[Sn](CCCC)(CCCC)Cl (tri-n-butyltin chloride), O (water), C(CCC)[Li] (n-butyl lithium). Run in O1CCCC1 (tetrahydrofuran), O1CCCC1 (tetrahydrofuran), O1CCCC1 (tetrahydrofuran). Conditions: time 1 hour. Yields the product CC=1N=C(SC1)[Sn](CCCC)(CCCC)CCCC (4-Methyl-2-tributylstannanylthiazole). Isolated yield 45.0%. As a reaction SMILES: C([Li])CCC.[CH3:6][C:7]1[N:8]=[CH:9][S:10][CH:11]=1.[CH2:12]([Sn:16](Cl)([CH2:21][CH2:22][CH2:23][CH3:24])[CH2:17][CH2:18][CH2:19][CH3:20])[CH2:13][CH2:14][CH3:15].O>O1CCCC1>[CH3:6][C:7]1[N:8]=[C:9]([Sn:16]([CH2:17][CH2:18][CH2:19][CH3:20])([CH2:21][CH2:22][CH2:23][CH3:24])[CH2:12][CH2:13][CH2:14][CH3:15])[S:10][CH:11]=1. Procedure details: A solution of n-butyl lithium (2.71 M hexane solution, 3.9 ml) in tetrahydrofuran (10 ml) was cooled to −78° C. under argon atmosphere, and thereto was added dropwise a solution of 4-methylthiazole (1.0 g) in tetrahydrofuran (10 ml). The mixture was stirred at same temperature for one hour and thereto was added dropwise a solution of tri-n-butyltin chloride (3.6 g) in tetrahydrofuran (10 ml). The mixture was stirred at same temperature for 30 minutes, warmed, and further stirred at room temperat... Reactants: NC(C(=O)N1CCC(CC1)N(S(=O)(=O)C1=CC(=CC=C1)C(F)(F)F)C1CC1)CC1=CC=C(C=C1)C#N (N-{1-[2-amino-3-(4-cyanophenyl)propionyl]piperidin-4-yl}-N-cyclopropyl-3-trifluoromethylbenzenesulfonamide), CI (MeI), CN(C)C=O (DMF), [H-].[Na+] (NaH). The solvent is C(C)(=O)OCC (ethyl acetate). Yields the product C(#N)C1=CC=C(C=C1)CC(C(=O)N1CCC(CC1)N(S(=O)(=O)C1=CC(=CC=C1)C(F)(F)F)C1CC1)NC (N-{1-[3-(4-Cyanophenyl)-2-methylaminopropionyl]piperidin-4-yl}-N-cyclopropyl-3-trifluoromethylbenzenesulfonamide). As a reaction SMILES: [NH2:1][CH:2]([CH2:28][C:29]1[CH:34]=[CH:33][C:32]([C:35]#[N:36])=[CH:31][CH:30]=1)[C:3]([N:5]1[CH2:10][CH2:9][CH:8]([N:11]([CH:25]2[CH2:27][CH2:26]2)[S:12]([C:15]2[CH:20]=[CH:19][CH:18]=[C:17]([C:21]([F:24])([F:23])[F:22])[CH:16]=2)(=[O:14])=[O:13])[CH2:7][CH2:6]1)=[O:4].CI.[CH3:39]N(C=O)C.[H-].[Na+]>C(OCC)(=O)C>[C:35]([C:32]1[CH:31]=[CH:30][C:29]([CH2:28][CH:2]([NH:1][CH3:39])[C:3]([N:5]2[CH2:6][CH2:7][CH:8]([N:11]([CH:25]3[CH2:26][CH2:27]3)[S:12]([C:15]3[CH:20]=[CH:19][CH:18]=[C:17]([C:21]([F:22])([F:24])[F:23])[CH:16]=3)(=[O:13])=[O:14])[CH2:9][CH2:10]2)=[O:4])=[CH:34][CH:33]=1)#[N:36] |f:3.4|. Reported procedure: A mixture of N-{1-[2-amino-3-(4-cyanophenyl)propionyl]piperidin-4-yl}-N-cyclopropyl-3-trifluoromethylbenzenesulfonamide (see Example 13, 300 mg, 0.58 mmol), MeI (830 mg, 5.9 mmol), and DMF (5 mL) was treated with NaH (67 mg, 60% mineral oil, 1.8 mmol) at room temperature for 20 hours. The reaction mixture was diluted with ethyl acetate (20 mL), and washed with water (5 mL) and brine (5 mL). The organic layer was evaporated and the residue was purified by column (silica gel, EtOAc/hexane 1/1) to ... The reactants are OC1=CC=C(C=C1)NC(C)=O (N-(4-hydroxyphenyl)acetamide), BrC(C(=O)OCC)(C)C (ethyl 2-bromo-2-methylpropanoate), C(=O)([O-])[O-].[K+].[K+] (K2CO3), O (water). The solvent is CC#N (CH3CN). Product: C(C)(=O)NC1=CC=C(OCC(=O)OCC)C=C1 (ethyl 2-(4-acetamidophenoxy)acetate). Reaction SMILES: [OH:1][C:2]1[CH:7]=[CH:6][C:5]([NH:8][C:9](=[O:11])[CH3:10])=[CH:4][CH:3]=1.Br[C:13](C)(C)[C:14]([O:16][CH2:17][CH3:18])=[O:15].C([O-])([O-])=O.[K+].[K+].O>CC#N>[C:9]([NH:8][C:5]1[CH:4]=[CH:3][C:2]([O:1][CH2:13][C:14]([O:16][CH2:17][CH3:18])=[O:15])=[CH:7][CH:6]=1)(=[O:11])[CH3:10] |f:2.3.4|. Procedure details: To a solution of N-(4-hydroxyphenyl)acetamide (500 mg, 3.31 mmol) in CH3CN (10 mL) was added ethyl 2-bromo-2-methylpropanoate (663 mg, 3.97 mmol) and K2CO3 (3 g, 21.7 mmol) at 25° C. The mixture was heated at reflux for 16 h. The mixture had water (100 mL) added and extracted with ethyl acetate (2×50 mL). The combined organic layers were washed with brine (30 mL), dried over Na2SO4 and concentrated to give the title compound which was used in next step without further purification. Starting materials: N1C=C(C2=CC=CC=C12)C[C@@H](COC=1C=NC=C(C1)C=1C=C2C=CN=CC2=CC1)NC(OC(C)(C)C)=O (tert-butyl (1S)-2-(1H-indol-3-yl)-1-{[(5-isoquinolin-6-ylpyridin-3-yl)oxy]methyl}ethylcarbamate), C(=O)(C(F)(F)F)O (TFA). RXN SMILES: [NH:1]1[C:9]2[C:4](=[CH:5][CH:6]=[CH:7][CH:8]=2)[C:3]([CH2:10][C@H:11]([NH:30]C(=O)OC(C)(C)C)[CH2:12][O:13][C:14]2[CH:15]=[N:16][CH:17]=[C:18]([C:20]3[CH:21]=[C:22]4[C:27](=[CH:28][CH:29]=3)[CH:26]=[N:25][CH:24]=[CH:23]4)[CH:19]=2)=[CH:2]1.C(O)(C(F)(F)F)=O>ClCCl>[NH:1]1[C:9]2[C:4](=[CH:5][CH:6]=[CH:7][CH:8]=2)[C:3]([CH2:10][C@H:11]([NH2:30])[CH2:12][O:13][C:14]2[CH:15]=[N:16][CH:17]=[C:18]([C:20]3[CH:21]=[C:22]4[C:27](=[CH:28][CH:29]=3)[CH:26]=[N:25][CH:24]=[CH:23]4)[CH:19]=2)=[CH:2]1. Run at time 1 hour. The solvent is ClCCl (dichloromethane). Isolated yield 70.0%. Reported procedure: A solution of Example 27B (0.125 g, 0.25 mmol) in dichloromethane (3 mL) at room temperature was treated with TFA (400 μL), stirred for 1 hour, and concentrated. The concentrate was azeotropically distilled with diethyl ether two times and the residue was purified by reverse phase HPLC on a C18 column with 0-100% CH3CN/H2O/0.1% TFA to provide the desired product as the di-trifluoroacetate salt (0.110 g, 70%). MS (ESI) m/e 395 (M+H)+; 1H NMR (DMSO-d6, 300 MHz) δ 11.02 (br s, 1H), 9.52 (s, 1H), 8.... Yields the product N1C=C(C2=CC=CC=C12)C[C@@H](COC=1C=NC=C(C1)C=1C=C2C=CN=CC2=CC1)N ((1S)-2-(1H-indol-3-yl)-1-{[(5-isoquinolin-6-ylpyridin-3-yl)oxy]methyl}ethylamine), di-trifluoroacetate. Isolated yield 9.8%. The reactants are C1=CC=C2C(=C1)C=C(C=N2)N, C1CN(CC2=C1C(=NC=C2)Cl)S(=O)(=O)C3=CC=CO3. Conditions: temperature 110 celsius. Reagents/catalysts: CC(C)(C)[O-].[Na+], CC1(C2=C(C(=CC=C2)P(C3=CC=CC=C3)C4=CC=CC=C4)OC5=C1C=CC=C5P(C6=CC=CC=C6)C7=CC=CC=C7)C, C1=CC=C(C=C1)/C=C/C(=O)/C=C/C2=CC=CC=C2.C1=CC=C(C=C1)/C=C/C(=O)/C=C/C2=CC=CC=C2.C1=CC=C(C=C1)/C=C/C(=O)/C=C/C2=CC=CC=C2.[Pd].[Pd]. Run in CC(C)(C)O. Reported procedure: The yellow residue containing 5-chloro-2-(furan-2-ylsulfonyl)-1,2,3,4-tetrahydro-2,6-naphthyridine (0.057 g, 0.19 mmol) and quinolin-3-amine (0.096 g, 0.67 mmol) from 02910-38 was dissolved in toluene (1 mL) and tert-butanol (0.170 mL). The resulting yellow solution was degassed (vacuum) and then tris(dibenzylideneacetone)dipalladium(0) (4.19 mg, 4.58 µmol), Xantphos (5.52 mg, 9.54 µmol), and sodium tert-butoxide (0.026 g, 0.27 mmol) were added. Another 2 mL of toluene and 0.340 mL of tert-butan... The product is C1CN(CC2=C1C(=NC=C2)NC3=CC4=CC=CC=C4N=C3)S(=O)(=O)C5=CC=CO5.